From a dataset of the Open Reaction Database (ORD), a public repository of structured organic reaction records. describe an organic reaction: reactants, conditions, products, and yield Reactants: BrCCCCOC1=C(C=CC=C1)F (1-bromo-4-(2-fluorophenoxy)-butane), CC1(COCOC1)C(CN1N=CN=C1)=O (1-(5-methyl-1,3-dioxan-5-yl)-2-(1,2,4-triazol-1-yl)-ethan-1-one), [H-].[Na+] (sodium hydride), ice water. The solvent is CN(C=O)C (dimethylformamide), CN(C=O)C (dimethylformamide), CN(C=O)C (dimethylformamide). Conditions: time 3 hour. The product is CC1(COCOC1)C(C(CCCCOC1=C(C=CC=C1)F)N1N=CN=C1)=O (1-(5-methyl-1,3-dioxan-5-yl)-2-(1,2,4-triazol-1-yl)-6(2-fluorophenoxy)-hexan-1-one). Yield: 74.2%. RXN SMILES: [CH3:1][C:2]1([C:8](=[O:15])[CH2:9][N:10]2[CH:14]=[N:13][CH:12]=[N:11]2)[CH2:7][O:6][CH2:5][O:4][CH2:3]1.[H-].[Na+].Br[CH2:19][CH2:20][CH2:21][CH2:22][O:23][C:24]1[CH:29]=[CH:28][CH:27]=[CH:26][C:25]=1[F:30]>CN(C)C=O>[CH3:1][C:2]1([C:8](=[O:15])[CH:9]([N:10]2[CH:14]=[N:13][CH:12]=[N:11]2)[CH2:19][CH2:20][CH2:21][CH2:22][O:23][C:24]2[CH:29]=[CH:28][CH:27]=[CH:26][C:25]=2[F:30])[CH2:7][O:6][CH2:5][O:4][CH2:3]1 |f:1.2|. Procedure details: A solution of 42.2 g (0.2 mole) of 1-(5-methyl-1,3-dioxan-5-yl)-2-(1,2,4-triazol-1-yl)-ethan-1-one in 150 ml of absolute dimethylformamide is added dropwise, at from 20° to 25° C., to a stirred suspension of 5.3 g (0.22 mole) of sodium hydride in 50 ml of absolute dimethylformamide, the suspension being kept under nitrogen. Stirring is continued for 3 hours, after which a solution of 49.4 g (0.2 mole) of 1-bromo-4-(2-fluorophenoxy)-butane in 50 ml of absolute dimethylformamide is added dropwise ...